This data is from the Open Reaction Database (ORD), a public repository of structured organic reaction records. The task is: describe an organic reaction: reactants, conditions, products, and yield Reactants: ONC(CS(=O)(=O)N1CCN(CC1)C1=NC=C(C=N1)C#CC1=NC=CC=C1)CCCC1=NC=CC=N1 (2-(4-{[2-(hydroxyamino)-5-pyrimidin-2-ylpentyl]sulfonyl}piperazin-1-yl)-5-(pyridin-2-ylethynyl)pyrimidine), C(C)(=O)OC(C)=O (acetic anhydride). Solvent: O1CCCC1 (tetrahydrofuran), C(=O)O (formic acid), C(=O)O (Formic acid). Run at temperature 45 celsius, time 45 minute. The product is ON(C=O)C(CCCC1=NC=CC=N1)CS(=O)(=O)N1CCN(CC1)C1=NC=C(C=N1)C#CC1=NC=CC=C1 (hydroxy {1-[({4-[5-(pyridin-2-ylethynyl)pyrimidin-2-yl]piperazin 1-yl}sulfonyl)methyl]-4-pyrimidin-2-ylbutyl}formamide). RXN SMILES: C(O[C:5](=[O:7])C)(=O)C.[OH:8][NH:9][CH:10]([CH2:35][CH2:36][CH2:37][C:38]1[N:43]=[CH:42][CH:41]=[CH:40][N:39]=1)[CH2:11][S:12]([N:15]1[CH2:20][CH2:19][N:18]([C:21]2[N:26]=[CH:25][C:24]([C:27]#[C:28][C:29]3[CH:34]=[CH:33][CH:32]=[CH:31][N:30]=3)=[CH:23][N:22]=2)[CH2:17][CH2:16]1)(=[O:14])=[O:13]>O1CCCC1.C(O)=O>[OH:8][N:9]([CH:10]([CH2:11][S:12]([N:15]1[CH2:16][CH2:17][N:18]([C:21]2[N:22]=[CH:23][C:24]([C:27]#[C:28][C:29]3[CH:34]=[CH:33][CH:32]=[CH:31][N:30]=3)=[CH:25][N:26]=2)[CH2:19][CH2:20]1)(=[O:14])=[O:13])[CH2:35][CH2:36][CH2:37][C:38]1[N:39]=[CH:40][CH:41]=[CH:42][N:43]=1)[CH:5]=[O:7]. Reported procedure: Formic acid (1.8 mL, 50 mmol) and acetic anhydride (0.5 mL, 5 mmol) were mixed together at 0° C. for 30 minutes, before being added to a solution 2-(4-{[2-(hydroxyamino)-5-pyrimidin-2-ylpentyl]sulfonyl}piperazin-1-yl)-5-(pyridin-2-ylethynyl)pyrimidine (190 mg, 0.37 mmol) in tetrahydrofuran (5 mL) and formic acid (1.8 mL) at 0° C. The reaction was allowed to reach room temperature and was stirred for 45 minutes. The reaction was then evaporated in vacuo, and azeotroped with toluene (2×5 mL). The ... Starting materials: N1C(=CC2=CC=CC=C12)C(=O)O (1H-indole-2-carboxylic acid), C1(CCCCC1)NC1CCCCC1 (dicyclohexylamine), S([O-])(O)(=O)=O.[K+] (potassium bisulfate), NN (Hydrazine), ice-salt. The solvent is CO (methanol), CO (methanol). Run at time 24 hour. Yields the product N[C@H](C(=O)N1[C@@H](CC2=CC=CC=C12)C(=O)O)C ((S)-1-[(S)-2-Amino-1-Oxopropyl]-2,3-Dihydro-1H-Indole-2-Carboxylic Acid). Reaction SMILES: [NH:1]1[C:9]2[C:4](=[CH:5][CH:6]=[CH:7][CH:8]=2)[CH:3]=[C:2]1[C:10]([OH:12])=[O:11].[CH:13]1([NH:19]C2CCCCC2)[CH2:18]CCC[CH2:14]1.S(=O)(=O)(O)[O-:27].[K+].NN>CO>[NH2:19][C@@H:13]([CH3:18])[C:14]([N:1]1[C:9]2[C:4](=[CH:5][CH:6]=[CH:7][CH:8]=2)[CH2:3][C@H:2]1[C:10]([OH:12])=[O:11])=[O:27] |f:2.3|. Procedure: (S)-2,3-Dihydro-1-[(S)-2-(1,3-dihydro-1,3-dioxo-2H-isoindo]-2-yl)-1-oxopropyl]-1H-indole-2-carboxylic acid, dicyclohexylamine (20.4 g.) was treated with 5% aqueous potassium bisulfate solution (300 ml.), and the free acid that formed was extracted three times with methylene chloride (combined extracts 450 ml.). The combined extracts were washed with saline twice, then dried over anhydrous sodium sulfate. Evaporation of the methylene chloride on a rotary evaporator under reduced pressure, then in... Starting materials: Cc1ccc2[nH]c3c(c2c1)CN(C)C(C)(C)C3, CN1CCCC1=O, C=Cc1ccc(C(F)(F)F)nc1, [K+], [OH-]. Yields the product Cc1ccc2c(c1)c1c(n2CCc2ccc(C(F)(F)F)nc2)CC(C)(C)N(C)C1. Reaction SMILES: [CH3:1][N:2]1[CH2:3][c:4]2[c:5]([nH:6][c:7]3[cH:8][cH:9][c:10]([CH3:13])[cH:11][c:12]23)[CH2:14][C:15]1([CH3:16])[CH3:17].[CH3:32][N:33]1[CH2:34][CH2:35][CH2:36][C:37]1=[O:38].[F:18][C:19]([c:20]1[n:21][cH:22][c:23]([CH:26]=[CH2:27])[cH:24][cH:25]1)([F:28])[F:29].[K+:31].[OH-:30]>>[CH3:1][N:2]1[CH2:3][c:4]2[c:5]([n:6]([CH2:27][CH2:26][c:23]3[cH:22][n:21][c:20]([C:19]([F:18])([F:28])[F:29])[cH:25][cH:24]3)[c:7]3[cH:8][cH:9][c:10]([CH3:13])[cH:11][c:12]23)[CH2:14][C:15]1([CH3:16])[CH3:17]. The reactants are C(=O)(OC(C)(C)C)N[C@@H](CC1=CC=C(C=C1)O)C(=O)N[C@H](CCCC)C(=O)OC (methyl Boc-L-tyrosyl-D-norleucinate), S([O-])(O)(=O)=O.[K+] (potassium bisulfate). The solvent is C(C)(=O)OCC (ethyl acetate), [OH-].[K+] (potassium hydroxide). Reaction conditions: time 1 hour. Product: C(=O)(OC(C)(C)C)N[C@@H](CC1=CC=C(C=C1)O)C(=O)N[C@H](CCCC)C(=O)O (Boc-L-tyrosyl-D-norleucine). As a reaction SMILES: [C:1]([NH:8][C@H:9]([C:18]([NH:20][C@@H:21]([C:26]([O:28]C)=[O:27])[CH2:22][CH2:23][CH2:24][CH3:25])=[O:19])[CH2:10][C:11]1[CH:16]=[CH:15][C:14]([OH:17])=[CH:13][CH:12]=1)([O:3][C:4]([CH3:7])([CH3:6])[CH3:5])=[O:2].S(=O)(=O)(O)[O-].[K+]>[OH-].[K+].C(OCC)(=O)C>[C:1]([NH:8][C@H:9]([C:18]([NH:20][C@@H:21]([C:26]([OH:28])=[O:27])[CH2:22][CH2:23][CH2:24][CH3:25])=[O:19])[CH2:10][C:11]1[CH:16]=[CH:15][C:14]([OH:17])=[CH:13][CH:12]=1)([O:3][C:4]([CH3:7])([CH3:6])[CH3:5])=[O:2] |f:1.2,3.4|. Procedure: To a solution of 13.7 g of thionyl chloride in 100 ml of methanol at -20° C. is added 5 g of D-norleucine (Nle) with stirring. The reaction mixture is allowed to stand for 16 hours at room temperature. The methanol is removed under reduced pressure and the residue is shaken with diethyl ether to give a crystalline product, methyl D-norleucinate hydrochloride which is represented by the folowing formula ##STR53## A solution of 12.4 g of Boc-L-tyrosine in 100 ml of dimethylformamide is cooled to -... The reactants are CC1=COC(=N1)N, C1=CN=C(C=C1Cl)Cl. The reagents and catalysts are C(=O)([O-])[O-].[Cs+].[Cs+], CC1(C2=C(C(=CC=C2)P(C3=CC=CC=C3)C4=CC=CC=C4)OC5=C1C=CC=C5P(C6=CC=CC=C6)C7=CC=CC=C7)C, C1=CC=C(C=C1)/C=C/C(=O)/C=C/C2=CC=CC=C2.C1=CC=C(C=C1)/C=C/C(=O)/C=C/C2=CC=CC=C2.C1=CC=C(C=C1)/C=C/C(=O)/C=C/C2=CC=CC=C2.[Pd].[Pd]. Solvent: C1COCCO1. Reaction conditions: temperature 140 celsius. Product: CC1=COC(=N1)NC2=NC=CC(=C2)Cl. Yield: 28.1%. Procedure: Objective: To find out which substrates are efficient coupling partners, is there a robust link between how electron poor the substrate is and yield i.e. more electron poor aminooxazoles produce greater yields.  Pd2(dba)3 (22.89 mg, 0.025 mmol), 9,9-dimethyl-4,5-bis(diphenylphosphino)xanthene (43.4 mg, 0.075 mmol), 2,4-dichloropyridine (148 mg, 1.00 mmol), cesium carbonate (652 mg, 2.00 mmol) and 4-methyloxazol-2-amine (98 mg, 1.00 mmol) were added to an oven dried microwave vial, the vial was c... Starting materials: C(#N)C1=CC=C(C=C1)C=1C(=NC=C(C(=O)O)C1)OCC(F)(F)F (5-(4-cyano-phenyl)-6-(2,2,2-trifluoro-ethoxy)-nicotinic acid), NN1CCC(CC1)O (1-aminopiperidin-4-ol), CN(C)C(=[N+](C)C)ON1C2=C(C=CC=C2)N=N1.[B-](F)(F)(F)F (TBTU), C(C)(C)N(C(C)C)CC (N,N-diisopropyl-ethylamine), Cl (HCl). The solvent is C1CCOC1 (THF), CCOC(=O)C (EtOAc), CN(C)C=O (DMF). Run at time 10 minute. The product is C(#N)C1=CC=C(C=C1)C=1C(=NC=C(C(=O)NN2CCC(CC2)O)C1)OCC(F)(F)F (5-(4-Cyano-phenyl)-N-(4-hydroxy-piperidin-1-yl)-6-(2,2,2-trifluoro-ethoxy)-nicotinamide). RXN SMILES: [C:1]([C:3]1[CH:8]=[CH:7][C:6]([C:9]2[C:10]([O:18][CH2:19][C:20]([F:23])([F:22])[F:21])=[N:11][CH:12]=[C:13]([CH:17]=2)[C:14]([OH:16])=O)=[CH:5][CH:4]=1)#[N:2].CN(C(ON1N=NC2C=CC=CC1=2)=[N+](C)C)C.[B-](F)(F)(F)F.C(N(CC)C(C)C)(C)C.[NH2:55][N:56]1[CH2:61][CH2:60][CH:59]([OH:62])[CH2:58][CH2:57]1.Cl>CCOC(C)=O.CN(C=O)C.C1COCC1>[C:1]([C:3]1[CH:8]=[CH:7][C:6]([C:9]2[C:10]([O:18][CH2:19][C:20]([F:22])([F:23])[F:21])=[N:11][CH:12]=[C:13]([CH:17]=2)[C:14]([NH:55][N:56]2[CH2:61][CH2:60][CH:59]([OH:62])[CH2:58][CH2:57]2)=[O:16])=[CH:5][CH:4]=1)#[N:2] |f:1.2|. Reported procedure: In a 5 mL round-bottomed flask, the above prepared 5-(4-cyano-phenyl)-6-(2,2,2-trifluoro-ethoxy)-nicotinic acid (0.050 g, 155 μmol, Eq: 1.00) was combined with THF (1 mL) and DMF (1 mL) to give a colorless solution. TBTU (74.7 mg, 233 μmol, Eq: 1.5) and N,N-diisopropyl-ethylamine (100 mg, 135 μL, 776 μmol, Eq: 5) were added. The reaction mixture was stirred for 10 min at RT, then 1-aminopiperidin-4-ol (21.6 mg, 186 μmol, Eq: 1.2, CAN 79414-82-7) was added and the reaction mixture kept at RT over... Starting materials: CCc1ccccc1, CSC(=C[N+](=O)[O-])SC, Nc1ccc(Cl)nc1. Yields the product CSC(=C[N+](=O)[O-])Nc1ccc(Cl)nc1. Reaction SMILES: [CH3:18][CH2:19][c:20]1[cH:21][cH:22][cH:23][cH:24][cH:25]1.[CH3:9][S:10][C:11](=[CH:12][N+:13](=[O:14])[O-:15])[S:16][CH3:17].[NH2:1][c:2]1[cH:3][cH:4][c:5]([Cl:8])[n:6][cH:7]1>>[NH:1]([c:2]1[cH:3][cH:4][c:5]([Cl:8])[n:6][cH:7]1)[C:11]([S:10][CH3:9])=[CH:12][N+:13](=[O:14])[O-:15].